Task: describe an organic reaction: reactants, conditions, products, and yield. Dataset: the Open Reaction Database (ORD), a public repository of structured organic reaction records Reactants: [H-].[H-].[H-].[H-].[Li+].[Al+3] (LAH), ClC1=CC(=C(S1)COC1=C(C=C(C=C1F)CCC(=O)OCC)F)C1=CC=C(C=C1)CC (ethyl 3-(4-[[5-chloro-3-(4-ethylphenyl)thiophen-2-yl]methoxy]-3,5-difluoro phenyl)propanoate). The product is C(C)C1=CC=C(C=C1)C1=C(SC=C1)COC1=C(C=C(C=C1F)CCCO)F (3-(4-[[3-(4-ethylphenyl)thiophen-2-yl]methoxy]-3,5-difluorophenyl)propan-1-ol). RXN SMILES: [H-].[H-].[H-].[H-].[Li+].[Al+3].Cl[C:8]1[S:12][C:11]([CH2:13][O:14][C:15]2[C:20]([F:21])=[CH:19][C:18]([CH2:22][CH2:23][C:24](OCC)=[O:25])=[CH:17][C:16]=2[F:29])=[C:10]([C:30]2[CH:35]=[CH:34][C:33]([CH2:36][CH3:37])=[CH:32][CH:31]=2)[CH:9]=1>>[CH2:36]([C:33]1[CH:34]=[CH:35][C:30]([C:10]2[CH:9]=[CH:8][S:12][C:11]=2[CH2:13][O:14][C:15]2[C:20]([F:21])=[CH:19][C:18]([CH2:22][CH2:23][CH2:24][OH:25])=[CH:17][C:16]=2[F:29])=[CH:31][CH:32]=1)[CH3:37] |f:0.1.2.3.4.5|. Procedure: The title compound was prepared according to the procedure described in Example 223 by LAH reduction of ethyl 3-(4-[[5-chloro-3-(4-ethylphenyl)thiophen-2-yl]methoxy]-3,5-difluoro phenyl)propanoate to give the desired product as off-white oil. 1H NMR (300 MHz, CD3OD) δ 7.36-7.42 (m, 3H), 7.21 (d, J=7.8 Hz, 2H), 7.08 (d, J=8.1 Hz, 1H), 6.70-6.80 (m, 2H), 5.13 (s, 2H), 3.51 (t, J=7.2 Hz, 2H), 2.525-2.69 (m, 4H), 1.72-1.81 (m, 2H), 1.23 (t, J=7.5 Hz, 3H). Mass spectrum (ESI, m/z): Calcd. for C22H22F... Starting materials: C(C)(C)(C)C1=C(C=C(C=C1)CO[Si](C)(C)C(C)(C)C)NC(CC(CCCCC)C1=C(C=CC=C1)C(F)(F)F)=O (N-[2-t-butyl-5-(t-butyldimethylsilyloxymethyl)phenyl]-3-(2-trifluoromethyl-phenyl)octanamide). Run in C(C)(=O)OCC.CCCCCC (ethyl acetate hexane). Yields the product C(C)(C)(C)C1=C(C=C(C=C1)CO)NC(CC(CCCCC)C1=C(C=CC=C1)C(F)(F)F)=O (N-[2-t-Butyl-5-(hydroxymethyl)phenyl]-3-(2-trifluoromethylphenyl)octanamide). Reaction SMILES: [C:1]([C:5]1[CH:10]=[CH:9][C:8]([CH2:11][O:12][Si](C(C)(C)C)(C)C)=[CH:7][C:6]=1[NH:20][C:21](=[O:39])[CH2:22][CH:23]([C:29]1[CH:34]=[CH:33][CH:32]=[CH:31][C:30]=1[C:35]([F:38])([F:37])[F:36])[CH2:24][CH2:25][CH2:26][CH2:27][CH3:28])([CH3:4])([CH3:3])[CH3:2]>C(OCC)(=O)C.CCCCCC>[C:1]([C:5]1[CH:10]=[CH:9][C:8]([CH2:11][OH:12])=[CH:7][C:6]=1[NH:20][C:21](=[O:39])[CH2:22][CH:23]([C:29]1[CH:34]=[CH:33][CH:32]=[CH:31][C:30]=1[C:35]([F:37])([F:38])[F:36])[CH2:24][CH2:25][CH2:26][CH2:27][CH3:28])([CH3:2])([CH3:3])[CH3:4] |f:1.2|. Procedure: Following a procedure similar to that described in Preparation 9, but using N-[2-t-butyl-5-(t-butyldimethylsilyloxymethyl)phenyl]-3-(2-trifluoromethyl-phenyl)octanamide (prepared as described in Preparation 18) as a starting material, the title compound was obtained as crystals, melting at 147°-147.5° C. (from ethyl acetate-hexane).